From a dataset of the Open Reaction Database (ORD), a public repository of structured organic reaction records. describe an organic reaction: reactants, conditions, products, and yield Product: FC=1C=C2C=3CC4(OCCO4)CCC3NC2=CC1 (6-fluoro-1,2,4,9-tetrahydrospiro[carbazole-3,2′-[1,3]dioxolane]). The solvent is C(Cl)Cl (DCM). Procedure details: To a suspension of MgSO4 (18.4 g, 0.154 mol) in DCM (500 ml) were added 1,4-dioxaspiro[4.5]decan-8-one (48.0 g, 0.308 mol) and 4-fluorophenylhydrazine hydrochloride (50.0 g, 0.308 mol). Then, TEA (43.8 ml, 0.308 mol) was added dropwise over 5 min. The internal temperature went up from 17° C. to 25° C. upon addition of TEA. The resulting suspension was allowed to stir at rt for 4 h and filtered. The white solid was washed twice with DCM and the filtrate was concentrated in reduced pressure. The o... Reaction conditions: time 4 hour. RXN SMILES: [O-]S([O-])(=O)=O.[Mg+2].[O:7]1[C:11]2([CH2:16][CH2:15][C:14](=O)[CH2:13][CH2:12]2)[O:10][CH2:9][CH2:8]1.Cl.[F:19][C:20]1[CH:25]=[CH:24][C:23]([NH:26]N)=[CH:22][CH:21]=1>C(Cl)Cl.[Cl-].[Cl-].[Zn+2]>[F:19][C:20]1[CH:21]=[C:22]2[C:23](=[CH:24][CH:25]=1)[NH:26][C:14]1[CH2:15][CH2:16][C:11]3([O:10][CH2:9][CH2:8][O:7]3)[CH2:12][C:13]2=1 |f:0.1,3.4,6.7.8|. Reagents/catalysts: [Cl-].[Cl-].[Zn+2] (ZnCl2). Starting materials: TEA, O1CCOC12CCC(CC2)=O (1,4-dioxaspiro[4.5]decan-8-one), Cl.FC1=CC=C(C=C1)NN (4-fluorophenylhydrazine hydrochloride), [O-]S(=O)(=O)[O-].[Mg+2] (MgSO4). Starting materials: FC(C=1C=C(C(=O)N2CCC3(C(CNC(O3)=O)C3=CC(=C(C=C3)F)F)CC2)C=C(C1)C(F)(F)F)(F)F (9-(3,5-bis-trifluoromethyl-benzoyl)-5-(3,4-difluoro-phenyl)-1-oxa-3,9-diaza-spiro[5.5]undecan-2-one), CN(C=O)C (dimethylformamide), [H-].[Na+] (sodium hydride), BrCC(F)F (2-bromo-1,1-difluoroethane). Conditions: time 15 minute. The product is FC(C=1C=C(C(=O)N2CCC3(C(CN(C(O3)=O)CC(F)F)C3=CC(=C(C=C3)F)F)CC2)C=C(C1)C(F)(F)F)(F)F ((5RS)-9-(3,5-bis-trifluoromethyl-benzoyl)-3-(2,2-difluoro-ethyl)-5-(3,4-difluoro-phenyl)-1-oxa-3,9-diaza-spiro[5.5]undecan-2-one). The yield is 32.7%. RXN SMILES: [F:1][C:2]([F:36])([F:35])[C:3]1[CH:4]=[C:5]([CH:28]=[C:29]([C:31]([F:34])([F:33])[F:32])[CH:30]=1)[C:6]([N:8]1[CH2:27][CH2:26][C:11]2([O:16][C:15](=[O:17])[NH:14][CH2:13][CH:12]2[C:18]2[CH:23]=[CH:22][C:21]([F:24])=[C:20]([F:25])[CH:19]=2)[CH2:10][CH2:9]1)=[O:7].CN(C)C=O.[H-].[Na+].Br[CH2:45][CH:46]([F:48])[F:47]>>[F:36][C:2]([F:1])([F:35])[C:3]1[CH:4]=[C:5]([CH:28]=[C:29]([C:31]([F:32])([F:33])[F:34])[CH:30]=1)[C:6]([N:8]1[CH2:9][CH2:10][C:11]2([O:16][C:15](=[O:17])[N:14]([CH2:45][CH:46]([F:48])[F:47])[CH2:13][CH:12]2[C:18]2[CH:23]=[CH:22][C:21]([F:24])=[C:20]([F:25])[CH:19]=2)[CH2:26][CH2:27]1)=[O:7] |f:2.3|. Procedure: To a solution of 261 mg (0.5 mmol) 9-(3,5-bis-trifluoromethyl-benzoyl)-5-(3,4-difluoro-phenyl)-1-oxa-3,9-diaza-spiro[5.5]undecan-2-one in dimethylformamide 24 mg (0.5 mmol) of a 55% sodium hydride suspension in mineral oil was added at room temperature under argon. After 15 min, 80 mg (0.55 mmol) of 2-bromo-1,1-difluoroethane was added. The reaction mixture was stirred at room temperature under argon overnight. After evaporation of the solvent in vacuum water (1 ml) was added and the mixture was... Starting materials: O=C(Cl)Oc1ccccc1, COc1ccc(N2CCN(N)CC2)cc1, ClC(Cl)Cl, O, c1ccncc1. The product is COc1ccc(N2CCN(NC(=O)Oc3ccccc3)CC2)cc1. RXN SMILES: [C:26]([O:27][c:28]1[cH:29][cH:30][cH:31][cH:32][cH:33]1)(=[O:34])[Cl:35].[CH3:1][O:2][c:3]1[cH:4][cH:5][c:6]([N:9]2[CH2:10][CH2:11][N:12]([NH2:15])[CH2:13][CH2:14]2)[cH:7][cH:8]1.[Cl:22][CH:23]([Cl:24])[Cl:25].[OH2:36].[cH:16]1[cH:17][cH:18][n:19][cH:20][cH:21]1>>[CH3:1][O:2][c:3]1[cH:4][cH:5][c:6]([N:9]2[CH2:10][CH2:11][N:12]([NH:15][C:26]([O:27][c:28]3[cH:29][cH:30][cH:31][cH:32][cH:33]3)=[O:34])[CH2:13][CH2:14]2)[cH:7][cH:8]1. Starting materials: COCCBr, Cc1n[nH]c(C)c1[N+](=O)[O-], [H-], [Na+], CN(C)C=O. As a reaction SMILES: [CH3:13][O:14][CH2:15][CH2:16][Br:17].[CH3:1][c:2]1[n:3][nH:4][c:5]([CH3:10])[c:6]1[N+:7](=[O:8])[O-:9].[H-:12].[Na+:11].[O:18]=[CH:19][N:20]([CH3:21])[CH3:22]>>[CH3:1][c:2]1[n:3]([CH2:16][CH2:15][O:14][CH3:13])[n:4][c:5]([CH3:10])[c:6]1[N+:7](=[O:8])[O-:9]. The product is COCCn1nc(C)c([N+](=O)[O-])c1C. Reactants: CO, Cc1ccccc1, COc1nnc(I)c2cc(C(=O)Nc3cccc(C(F)(F)F)c3)ccc12, [K+], [K+], O=C([O-])[O-], O, OB(O)c1ccccc1, c1ccc(P(c2ccccc2)(c2ccccc2)[Pd](P(c2ccccc2)(c2ccccc2)c2ccccc2)(P(c2ccccc2)(c2ccccc2)c2ccccc2)P(c2ccccc2)(c2ccccc2)c2ccccc2)cc1. Product: COc1nnc(-c2ccccc2)c2cc(C(=O)Nc3cccc(C(F)(F)F)c3)ccc12. RXN SMILES: [CH3:120][OH:121].[CH3:122][c:123]1[cH:124][cH:125][cH:126][cH:127][cH:128]1.[F:1][C:2]([c:3]1[cH:4][c:5]([NH:9][C:10](=[O:11])[c:12]2[cH:13][c:14]3[c:15]([I:24])[n:16][n:17][c:18]([O:22][CH3:23])[c:19]3[cH:20][cH:21]2)[cH:6][cH:7][cH:8]1)([F:25])[F:26].[K+:27].[K+:28].[O-:29][C:30]([O-:31])=[O:32].[OH2:33].[OH:34][B:35]([OH:36])[c:37]1[cH:38][cH:39][cH:40][cH:41][cH:42]1.[cH:43]1[cH:44][cH:45][c:46]([P:47]([Pd:48]([P:49]([c:50]2[cH:51][cH:52][cH:53][cH:54][cH:55]2)([c:56]2[cH:57][cH:58][cH:59][cH:60][cH:61]2)[c:62]2[cH:63][cH:64][cH:65][cH:66][cH:67]2)([P:68]([c:69]2[cH:70][cH:71][cH:72][cH:73][cH:74]2)([c:75]2[cH:76][cH:77][cH:78][cH:79][cH:80]2)[c:81]2[cH:82][cH:83][cH:84][cH:85][cH:86]2)[P:87]([c:88]2[cH:89][cH:90][cH:91][cH:92][cH:93]2)([c:94]2[cH:95][cH:96][cH:97][cH:98][cH:99]2)[c:100]2[cH:101][cH:102][cH:103][cH:104][cH:105]2)([c:106]2[cH:107][cH:108][cH:109][cH:110][cH:111]2)[c:112]2[cH:113][cH:114][cH:115][cH:116][cH:117]2)[cH:118][cH:119]1>>[F:1][C:2]([c:3]1[cH:4][c:5]([NH:9][C:10](=[O:11])[c:12]2[cH:13][c:14]3[c:15](-[c:37]4[cH:38][cH:39][cH:40][cH:41][cH:42]4)[n:16][n:17][c:18]([O:22][CH3:23])[c:19]3[cH:20][cH:21]2)[cH:6][cH:7][cH:8]1)([F:25])[F:26].